The task is: describe an organic reaction: reactants, conditions, products, and yield. This data is from the Open Reaction Database (ORD), a public repository of structured organic reaction records. Starting materials: ClCC=1N=C(OC1)C=CC1=C(C=C(C=C1)C(F)(F)F)F (4-Chloromethyl-2-[2-(2-fluoro-4-trifluoromethyl-phenyl)-vinyl]-oxazole), N1(N=NC=C1)CCCCC1=CC=C(C=C1)O (4-(4-[1,2,3]triazol-1-yl-butyl)-phenol), [I-].[K+] (potassium iodide), C[O-].[Na+] (sodium methylate). Solvent: CO (methanol). The product is FC1=C(C=CC(=C1)C(F)(F)F)/C=C/C=1OC=C(N1)COC1=CC=C(C=C1)CCCCN1N=NC=C1 (1-[4-(4-{2-[2-(E)-(2-Fluoro-4-trifluoromethyl-phenyl)-vinyl]-oxazol-4-ylmethoxy}-phenyl)-butyl]-1H-[1,2,3]triazole). Reaction SMILES: Cl[CH2:2][C:3]1[N:4]=[C:5]([CH:8]=[CH:9][C:10]2[CH:15]=[CH:14][C:13]([C:16]([F:19])([F:18])[F:17])=[CH:12][C:11]=2[F:20])[O:6][CH:7]=1.[N:21]1([CH2:26][CH2:27][CH2:28][CH2:29][C:30]2[CH:35]=[CH:34][C:33]([OH:36])=[CH:32][CH:31]=2)[CH:25]=[CH:24][N:23]=[N:22]1.[I-].[K+].C[O-].[Na+]>CO>[F:20][C:11]1[CH:12]=[C:13]([C:16]([F:19])([F:18])[F:17])[CH:14]=[CH:15][C:10]=1/[CH:9]=[CH:8]/[C:5]1[O:6][CH:7]=[C:3]([CH2:2][O:36][C:33]2[CH:34]=[CH:35][C:30]([CH2:29][CH2:28][CH2:27][CH2:26][N:21]3[CH:25]=[CH:24][N:23]=[N:22]3)=[CH:31][CH:32]=2)[N:4]=1 |f:2.3,4.5|. Procedure: 0.305 g (1.00 mmol) 4-Chloromethyl-2-[2-(2-fluoro-4-trifluoromethyl-phenyl)-vinyl]-oxazole, 0.217 g 1.00 mmol) 4-(4-[1,2,3]triazol-1-yl-butyl)-phenol, 0.166 g (1.00 mmol) potassium iodide and 0.191 ml (1.00 mmol) of a 30% sodium methylate solution were added to 50.0 ml methanol and heated to reflux for 10 h. After removal of solvent, partitioning of the residue between 50 ml ethyl acetate and 15 ml water, the organic phase was washed 3× with 15 ml 1 N NaOH, twice with 15 ml water and dried over ... Reactants: C(C)OP(=O)(OCC)C(CCC1=CC=C(C(=O)OCC)C=C1)(OC)OC (ethyl 4-(diethoxyphosphoryl-3,3-dimethoxypropyl)benzoate), C(C)OP(=O)(OCC)C(CCC1=CC=C(C(=O)OCC)C=C1)(OC)OC (ethyl 4-(diethoxyphosphoryl-3,3-dimethoxypropyl)benzoate), [Li]CCCC (n-BuLi), CC1(OC2=CC=C(C=C2C(=C1)C=1SC(=CC1)C)C=O)C (2,2-dimethyl-4(5-methyl-thien-2-yl)-chrom-3-en-6-al), CC1(OC2=CC=C(C=C2C(=C1)C=1SC(=CC1)C)C=O)C (2,2-dimethyl-4(5-methyl-thien-2-yl)-chrom-3-en-6-al), Cl[Sn](Cl)(Cl)Cl (SnCl4). The solvent is C1CCOC1 (THF), CCCCCC (hexane), ClCCl (dichloromethane), C(C)(=O)OCC (ethyl acetate), C1CCOC1 (THF), ClCCl (dichloromethane). Conditions: time 5 minute. The product is C(C)OC(C1=CC=C(C=C1)C=1C=CC2=C(C=C3C(=CC(OC3=C2)(C)C)C=2SC(=CC2)C)C1)=O (Ethyl-4-[2,2-dimethyl-4-(5-methyl-thien-2-yl)-benzo[1,2-g]-chrom-3-en-7-yl]benzoate). As a reaction SMILES: C(OP([C:9](OC)(OC)[CH2:10][CH2:11][C:12]1[CH:22]=[CH:21][C:15]([C:16]([O:18][CH2:19][CH3:20])=[O:17])=[CH:14][CH:13]=1)(OCC)=O)C.[Li]CCCC.[CH3:32][C:33]1([CH3:51])[CH:42]=[C:41]([C:43]2[S:44][C:45]([CH3:48])=[CH:46][CH:47]=2)[C:40]2[C:35](=[CH:36][CH:37]=[C:38]([CH:49]=O)[CH:39]=2)[O:34]1.Cl[Sn](Cl)(Cl)Cl>C1COCC1.CCCCCC.C(OCC)(=O)C.ClCCl>[CH2:19]([O:18][C:16](=[O:17])[C:15]1[CH:14]=[CH:13][C:12]([C:11]2[CH:49]=[CH:38][C:37]3[CH:36]=[C:35]4[C:40]([C:41]([C:43]5[S:44][C:45]([CH3:48])=[CH:46][CH:47]=5)=[CH:42][C:33]([CH3:51])([CH3:32])[O:34]4)=[CH:39][C:9]=3[CH:10]=2)=[CH:22][CH:21]=1)[CH3:20]. Reported procedure: To a cold (-78° C.) solution of ethyl 4-(diethoxyphosphoryl-3,3-dimethoxypropyl)benzoate (Compound D, 690 mg, 1.75 mmol) in THF (8 mL) was added n-BuLi in hexane (1.6M solution, 1.1 mL). The mixture was gradually warmed to ambient temperature over 30 min and stirred for 5 minutes. The mixture was recooled to -78° C. and 2,2-dimethyl-4(5-methyl-thien-2-yl)-chrom-3-en-6-al (Compound S, 300 mg, 1.1 mmol) in THF (1 mL) was added to the reaction mixture. The mixture was stirred at ambient temperature...